The task is: describe an organic reaction: reactants, conditions, products, and yield. This data is from the Open Reaction Database (ORD), a public repository of structured organic reaction records. The reactants are C(C1=CC=CC=C1)(C1=CC=CC=C1)N1CC(C1)C(=O)O (1-Benzhydrylazetane-3-carboxylic acid), O (Water), C(=O)([O-])C(O)C(O)C(=O)[O-].[K+].[Na+] (sodium potassium tartrate), [H-].[Al+3].[Li+].[H-].[H-].[H-] (lithium aluminium hydride). Run in C1CCOC1 (THF), CC(OCC)=O (EA). Conditions: time 8 hour. Product: C(C1=CC=CC=C1)(C1=CC=CC=C1)N1CC(C1)CO ((1-Benzhydryl-azetidin-3-yl)-methanol). The yield is 97.2%. As a reaction SMILES: [CH:1]([N:14]1[CH2:17][CH:16]([C:18](O)=[O:19])[CH2:15]1)([C:8]1[CH:13]=[CH:12][CH:11]=[CH:10][CH:9]=1)[C:2]1[CH:7]=[CH:6][CH:5]=[CH:4][CH:3]=1.[H-].[Al+3].[Li+].[H-].[H-].[H-].O.C(C(C(C([O-])=O)O)O)([O-])=O.[K+].[Na+]>C1COCC1.CC(=O)OCC>[CH:1]([N:14]1[CH2:17][CH:16]([CH2:18][OH:19])[CH2:15]1)([C:8]1[CH:13]=[CH:12][CH:11]=[CH:10][CH:9]=1)[C:2]1[CH:3]=[CH:4][CH:5]=[CH:6][CH:7]=1 |f:1.2.3.4.5.6,8.9.10|. Reported procedure: 1-Benzhydrylazetane-3-carboxylic acid (101 mg) was dissolved in THF (2 mL) and lithium aluminium hydride (27 mg) was added. The mixture was stirred overnight at RT. Water, sodium potassium tartrate solution and EA were added. The phases were separated, the org. phase was dried (Na2SO4) and evaporated off to afford 93 mg of the desired product.